From a dataset of the Open Reaction Database (ORD), a public repository of structured organic reaction records. describe an organic reaction: reactants, conditions, products, and yield Reactants: [BH4-].[Na+] (sodium borohydride), C(C)O (ethanol), CN(C(=O)C=1C=C(C(=O)OC)C=CC1)C (methyl 3-(N,N-dimethylcarbamoyl)benzoate), [BH4-].[Na+] (Sodium borohydride). Solvent: O (water), O (water). Reaction conditions: time 14 hour. The product is OCC=1C=C(C(=O)N(C)C)C=CC1 (3-Hydroxymethyl-N,N-dimethylbenzamide). RXN SMILES: [BH4-].[Na+].C(O)C.[CH3:6][N:7]([CH3:20])[C:8]([C:10]1[CH:11]=[C:12]([CH:17]=[CH:18][CH:19]=1)[C:13](OC)=[O:14])=[O:9]>O>[OH:14][CH2:13][C:12]1[CH:11]=[C:10]([CH:19]=[CH:18][CH:17]=1)[C:8]([N:7]([CH3:20])[CH3:6])=[O:9] |f:0.1|. Reported procedure: Under ice cooling, sodium borohydride (264 mg, 6.97 mmol) was added to an ethanol (15 ml) solution of methyl 3-(N,N-dimethylcarbamoyl)benzoate (289 mg, 1.39 mmol). The temperature of the resulting mixture was allowed to rise back to room temperature and then, stirring was conducted at 50° C. for 14 hours. After the reaction mixture was cooled back to room temperature, it was ice cooled. Sodium borohydride (264 mg, 6.97 mmol) was added and the mixture was stirred at 50° C. for 6 hours. The reacti... Starting materials: CCCCP(CCCC)CCCC, O=C(N=NC(=O)N1CCCCC1)N1CCCCC1, C1CCOC1, CCCC(Cc1cc2cc(O)ccc2[nH]1)C(=O)OC, OCCCNc1ccccn1. The product is CCCC(Cc1cc2cc(OCCCNc3ccccn3)ccc2[nH]1)C(=O)OC. As a reaction SMILES: [CH2:49]([P:50]([CH2:51][CH2:52][CH2:53][CH3:54])[CH2:55][CH2:56][CH2:57][CH3:58])[CH2:59][CH2:60][CH3:61].[N:1]([C:2]([N:3]1[CH2:4][CH2:5][CH2:6][CH2:7][CH2:8]1)=[O:9])=[N:10][C:11]([N:12]1[CH2:13][CH2:14][CH2:15][CH2:16][CH2:17]1)=[O:18].[O:62]1[CH2:63][CH2:64][CH2:65][CH2:66]1.[OH:19][c:20]1[cH:21][c:22]2[cH:23][c:24]([CH2:29][CH:30]([C:31](=[O:32])[O:33][CH3:34])[CH2:35][CH2:36][CH3:37])[nH:25][c:26]2[cH:27][cH:28]1.[OH:38][CH2:39][CH2:40][CH2:41][NH:42][c:43]1[n:44][cH:45][cH:46][cH:47][cH:48]1>>[O:19]([c:20]1[cH:21][c:22]2[cH:23][c:24]([CH2:29][CH:30]([C:31](=[O:32])[O:33][CH3:34])[CH2:35][CH2:36][CH3:37])[nH:25][c:26]2[cH:27][cH:28]1)[CH2:39][CH2:40][CH2:41][NH:42][c:43]1[n:44][cH:45][cH:46][cH:47][cH:48]1.